From a dataset of the Open Reaction Database (ORD), a public repository of structured organic reaction records. describe an organic reaction: reactants, conditions, products, and yield The reactants are CC(=O)[CH-]C(C)=O, CCOCC, C=Cc1ccc(CNC(=O)c2[nH]c(C)nc2Cl)c(F)c1Oc1cc(Cl)cc(C#N)c1, [Pd+2]. Product: Cc1nc(Cl)c(C(=O)NCc2ccc(C3CC3)c(Oc3cc(Cl)cc(C#N)c3)c2F)[nH]1. Reaction SMILES: [CH-:37]([C:38](=[O:39])[CH3:40])[C:41](=[O:42])[CH3:43].[CH3:31][CH2:32][O:33][CH2:34][CH3:35].[Cl:1][c:2]1[n:3][c:4]([CH3:30])[nH:5][c:6]1[C:7](=[O:8])[NH:9][CH2:10][c:11]1[c:12]([F:29])[c:13]([O:19][c:20]2[cH:21][c:22]([Cl:28])[cH:23][c:24]([C:26]#[N:27])[cH:25]2)[c:14]([CH:17]=[CH2:18])[cH:15][cH:16]1.[Pd+2:36]>>[Cl:1][c:2]1[n:3][c:4]([CH3:30])[nH:5][c:6]1[C:7](=[O:8])[NH:9][CH2:10][c:11]1[c:12]([F:29])[c:13]([O:19][c:20]2[cH:21][c:22]([Cl:28])[cH:23][c:24]([C:26]#[N:27])[cH:25]2)[c:14]([CH:17]2[CH2:18][CH2:31]2)[cH:15][cH:16]1.